This data is from the Open Reaction Database (ORD), a public repository of structured organic reaction records. The task is: describe an organic reaction: reactants, conditions, products, and yield Reactants: CSC(N[N+](=O)[O-])=N (S-methyl-N-nitroisothiourea), C1(CC1)N (cyclopropylamine). Run in C(C)O (ethanol). Reaction conditions: temperature -5 celsius. Product: C1(CC1)NC(=N)N[N+](=O)[O-] (N-cyclopropyl-N'-nitroguanidine). RXN SMILES: CS[C:3](=[NH:8])[NH:4][N+:5]([O-:7])=[O:6].[CH:9]1([NH2:12])[CH2:11][CH2:10]1>C(O)C>[CH:9]1([NH:12][C:3]([NH:4][N+:5]([O-:7])=[O:6])=[NH:8])[CH2:11][CH2:10]1. Reported procedure: 27 g of S-methyl-N-nitroisothiourea are heated under reflux for 3.5 hours in admixture with 12.6 g of cyclopropylamine and 15 ml of ethanol. The reaction mixture is then cooled to -5° C. and the product is filtered off and washed with a small amount of cold ethanol and diethyl ether, yielding N-cyclopropyl-N'-nitroguanidine (m.p.: 127°-130° C.). The product is Cc1nc(-c2cncc(N(C)CCOc3ccc(F)cc3)n2)sc1C(=O)O. The reactants are CCOC(=O)c1sc(-c2cncc(N(C)CCOc3ccc(F)cc3)n2)nc1C, [Na+], C1CCOC1, [OH-]. RXN SMILES: [CH2:1]([CH3:2])[O:3][C:4](=[O:5])[c:6]1[c:7]([CH3:29])[n:8][c:9](-[c:11]2[n:12][c:13]([N:17]([CH3:18])[CH2:19][CH2:20][O:21][c:22]3[cH:23][cH:24][c:25]([F:28])[cH:26][cH:27]3)[cH:14][n:15][cH:16]2)[s:10]1.[Na+:31].[O:32]1[CH2:33][CH2:34][CH2:35][CH2:36]1.[OH-:30]>>[O:3]=[C:4]([OH:5])[c:6]1[c:7]([CH3:29])[n:8][c:9](-[c:11]2[n:12][c:13]([N:17]([CH3:18])[CH2:19][CH2:20][O:21][c:22]3[cH:23][cH:24][c:25]([F:28])[cH:26][cH:27]3)[cH:14][n:15][cH:16]2)[s:10]1. The reactants are Cl (Hydrogen chloride), CC(CC=1N=C(N(C1)C(C1=CC=CC=C1)(C1=CC=CC=C1)C1=CC=CC=C1)CC(C(F)(F)F)(O)C1=CC=C(C=C1)C1=NC=C(C=C1)F)(C)C (3-[4-(2,2-dimethylpropyl)-1-trityl-1H-imidazol-2-yl]-1,1,1-trifluoro-2-[4-(5-fluoropyridin-2-yl)phenyl]propan-2-ol). Solvent: CO (methanol). Reaction conditions: temperature 70 celsius, time 1 hour. Yields the product CC(CC=1N=C(NC1)CC(C(F)(F)F)(O)C1=CC=C(C=C1)C1=NC=C(C=C1)F)(C)C (3-[4-(2,2-dimethylpropyl)-1H-imidazol-2-yl]-1,1,1-trifluoro-2-[4-(5-fluoropyridin-2-yl)phenyl]propan-2-ol). As a reaction SMILES: Cl.[CH3:2][C:3]([CH3:50])([CH3:49])[CH2:4][C:5]1[N:6]=[C:7]([CH2:29][C:30]([C:36]2[CH:41]=[CH:40][C:39]([C:42]3[CH:47]=[CH:46][C:45]([F:48])=[CH:44][N:43]=3)=[CH:38][CH:37]=2)([OH:35])[C:31]([F:34])([F:33])[F:32])[N:8](C(C2C=CC=CC=2)(C2C=CC=CC=2)C2C=CC=CC=2)[CH:9]=1>CO>[CH3:2][C:3]([CH3:50])([CH3:49])[CH2:4][C:5]1[N:6]=[C:7]([CH2:29][C:30]([C:36]2[CH:41]=[CH:40][C:39]([C:42]3[CH:47]=[CH:46][C:45]([F:48])=[CH:44][N:43]=3)=[CH:38][CH:37]=2)([OH:35])[C:31]([F:34])([F:33])[F:32])[NH:8][CH:9]=1. Procedure details: Hydrogen chloride (4 M in 1,4-dioxane) (108 mL, 433 mmol) was added to an ambient temperature solution of 3-[4-(2,2-dimethylpropyl)-1-trityl-1H-imidazol-2-yl]-1,1,1-trifluoro-2-[4-(5-fluoropyridin-2-yl)phenyl]propan-2-ol (5.75 g, 8.7 mmol) in methanol (30 mL). After stirring at 70° C. for 1 h, volatiles were removed. The residue was partitioned between diethyl ether and 1N hydrochloric acid. The aqueous phase was washed with diethyl ether, basified with 2.5 N aqueous sodium hydroxide and extract... Reactants: NC(CC(=O)OCC)=N (ethyl 3-amino-3-iminopropanoate), C(C)OC=CC(C(F)(F)F)=O (4-ethoxy-1,1,1-trifluoro-3-buten-2-one), C1CCC2=NCCCN2CC1 (1,8-diazabicyclo[5.4.0]-7-undecene), C1CCC2=NCCCN2CC1 (1,8-diazabicyclo[5.4.0]-7-undecene). Run in C(C)#N (acetonitrile). Run at time 5 minute. Yields the product NC1=C(C(=O)OCC)C=CC(=N1)C(F)(F)F (ethyl 2-amino-6-(trifluoromethyl)nicotinate), crystals. Yield: 62.0%. As a reaction SMILES: [NH2:1][C:2](=[NH:9])[CH2:3][C:4]([O:6][CH2:7][CH3:8])=[O:5].C1CCN2C(=NCCC2)CC1.C(O[CH:24]=[CH:25][C:26](=O)[C:27]([F:30])([F:29])[F:28])C>C(#N)C>[NH2:9][C:2]1[N:1]=[C:26]([C:27]([F:30])([F:29])[F:28])[CH:25]=[CH:24][C:3]=1[C:4]([O:6][CH2:7][CH3:8])=[O:5]. Procedure details: 19.5 g (0.12 mol) of ethyl 3-amino-3-iminopropanoate (described in Chemical and Pharmaceutical Bulletin, vol. 43, No. 5, p. 793 (1995)) was added to 100 mL of acetonitrile, and 18.6 g (0.12 mol) of 1,8-diazabicyclo[5.4.0]-7-undecene was added thereto at room temperature. The resulting mixture was stirred for 5 minutes. 20.6 g (0.12 mol) of 4-ethoxy-1,1,1-trifluoro-3-buten-2-one was added to the above mixture, and 18.6 g (0.12 mol) of 1,8-diazabicyclo[5.4.0]-7-undecene was added thereto. The resu... Reactants: [Na] (sodium), ClC=1C=C(C=CC1)N1CCN(CC1)CCCN1N=C(N(C1=O)CCOC1=CC=CC=C1)CC (2-[3-[4-(3-chlorophenyl)-1-piperazinyl]propyl]-5-ethyl-4-(2-phenoxyethyl)-2H-1,2,4-triazol-3(4H)-one), O(C1=CC=CC=C1)CCBr (phenoxyethyl bromide). The solvent is C=1(C(=CC=CC1)C)C (xylene), C=1(C(=CC=CC1)C)C (xylene). Reaction conditions: time 64 hour. Yields the product Cl.ClC=1C=C(C=CC1)N1CCN(CC1)CCCN1N=C(N(C1=O)CCOC1=CC=CC=C1)CC (2-[3-[4-(3-chlorophenyl)-1-piperazinyl]propyl]-5-ethyl-4-(2-phenoxyethyl)-2H-1,2,4-triazol-3(4H)-one hydrochloride). Yield: 30.7%. As a reaction SMILES: [Na].O(CCBr)C1C=CC=CC=1.[Cl:12][C:13]1[CH:14]=[C:15]([N:19]2[CH2:24][CH2:23][N:22]([CH2:25][CH2:26][CH2:27][N:28]3[C:32](=[O:33])[N:31]([CH2:34][CH2:35][O:36][C:37]4[CH:42]=[CH:41][CH:40]=[CH:39][CH:38]=4)[C:30]([CH2:43][CH3:44])=[N:29]3)[CH2:21][CH2:20]2)[CH:16]=[CH:17][CH:18]=1>C1(C)C(C)=CC=CC=1>[ClH:12].[Cl:12][C:13]1[CH:14]=[C:15]([N:19]2[CH2:20][CH2:21][N:22]([CH2:25][CH2:26][CH2:27][N:28]3[C:32](=[O:33])[N:31]([CH2:34][CH2:35][O:36][C:37]4[CH:42]=[CH:41][CH:40]=[CH:39][CH:38]=4)[C:30]([CH2:43][CH3:44])=[N:29]3)[CH2:23][CH2:24]2)[CH:16]=[CH:17][CH:18]=1 |f:4.5,^1:0|. Reported procedure: The sodium salt is pulverized, suspended in 200 ml. of xylene and mixed with phenoxyethyl bromide (10.4 g., 0.052 mole) in 20 ml. of xylene. The resulting mixture is refluxed with stirring for a 64 hr. period and the hot reaction mixture filtered. The filtrate is concentrated under reduced pressure and residual material taken up in ether. Insolubles are collected and the ether filtrate concentrated to afford 22.9 g. (94%) of 2-[3-[4-(3-chlorophenyl)-1-piperazinyl]propyl]-5-ethyl-4-(2-phenoxyethy... Reactants: FC(C1=CC=C(COC2=CC(=NC=C2)CSC2=NC=3C(N2)=CSC3)C=C1)(F)F (2-[4-(4-Trifluoromethylbenzyloxy)-2-picolylmercapto]-1H-thieno[3,4-d]imidazole), KH2PO4 Na2HPO4, ClC1=CC(=CC=C1)C(=O)OO (m-chloroperbenzoic acid). Run in ClCCl (dichloromethane), ClCCl (dichloromethane). Product: FC(C1=CC=C(COC2=CC(=NC=C2)CS(=O)C2=NC=3C(N2)=CSC3)C=C1)(F)F (2-[4-(4-Trifluoromethylbenzyloxy)-2-picolylsulfinyl]-1H-thieno[3,4-d]imidazole). Reaction SMILES: ClC1C=CC=C(C(OO)=[O:9])C=1.[F:12][C:13]([F:39])([F:38])[C:14]1[CH:37]=[CH:36][C:17]([CH2:18][O:19][C:20]2[CH:25]=[CH:24][N:23]=[C:22]([CH2:26][S:27][C:28]3[NH:32][C:31]4=[CH:33][S:34][CH:35]=[C:30]4[N:29]=3)[CH:21]=2)=[CH:16][CH:15]=1>ClCCl>[F:39][C:13]([F:12])([F:38])[C:14]1[CH:37]=[CH:36][C:17]([CH2:18][O:19][C:20]2[CH:25]=[CH:24][N:23]=[C:22]([CH2:26][S:27]([C:28]3[NH:32][C:31]4=[CH:33][S:34][CH:35]=[C:30]4[N:29]=3)=[O:9])[CH:21]=2)=[CH:16][CH:15]=1. Procedure: A solution of 0.5 g (2.5 mmol, 85%) of m-chloroperbenzoic acid in 10 ml of dichloromethane is added dropwise with stirring at 0° to 5° C. to 1.0 g (2.37 mmol) of the title compound from Example 6 in a two-phase mixture of 200 ml of dichloromethane and 100 ml of aqueous KH2PO4 /Na2HPO4 buffer solution (pH=7.5). The organic phase is separated off, shaken with saturated aqueous NaHCO3 solution, dried over MgSO4, clarified over activated charcoal and concentrated. The crystalline evaporation residue...